From a dataset of the Open Reaction Database (ORD), a public repository of structured organic reaction records. describe an organic reaction: reactants, conditions, products, and yield Starting materials: resultant mixture, FC1=C(C=C(C=C1)C1NC2=CC=C(C=C2CC1(C)C)C(=O)OC)[N+](=O)[O-] (methyl 2-(4-fluoro-3-nitrophenyl)-3,3-dimethyl-1,2,3,4-tetrahydroquinoline-6-carboxylate), C(C)(C)N(C(C)C)CC (N,N-diisopropylethylamine), C(C(C)C)(=O)Cl (isobutyryl chloride). The solvent is ClCCl (dichloromethane). The product is COC(=O)C=1C=C2CC(C(NC2=CC1)C1=CC(=C(C=C1)F)NC(C(C)C)=O)(C)C (methyl-2-(4-fluoro-3-isobutyramidophenyl)-3,3-dimethyl-1,2,3,4-tetrahydroquinoline-6-carboxylate). The yield is 99.8%. RXN SMILES: [F:1][C:2]1[CH:7]=[CH:6][C:5]([CH:8]2[C:17]([CH3:19])([CH3:18])[CH2:16][C:15]3[C:10](=[CH:11][CH:12]=[C:13]([C:20]([O:22][CH3:23])=[O:21])[CH:14]=3)[NH:9]2)=[CH:4][C:3]=1[N+:24]([O-])=O.C(N(CC)C(C)C)(C)C.[C:36](Cl)(=[O:40])[CH:37]([CH3:39])[CH3:38]>ClCCl>[CH3:23][O:22][C:20]([C:13]1[CH:14]=[C:15]2[C:10](=[CH:11][CH:12]=1)[NH:9][CH:8]([C:5]1[CH:6]=[CH:7][C:2]([F:1])=[C:3]([NH:24][C:36](=[O:40])[CH:37]([CH3:39])[CH3:38])[CH:4]=1)[C:17]([CH3:19])([CH3:18])[CH2:16]2)=[O:21]. Reported procedure: To a solution of methyl 2-(4-fluoro-3-nitrophenyl)-3,3-dimethyl-1,2,3,4-tetrahydroquinoline-6-carboxylate (150 mg, 0.46 mmol) and N,N-diisopropylethylamine (0.15 mL, 0.91 mmol) in dichloromethane (10 mL) was added isobutyryl chloride (0.053 mL, 0.50 mmol) via syringe with ice cooling. The resultant mixture was stirred for an additional 20 h. The solvent was removed in vacuo and the residue was purified by column chromatography (petroleum ether:ethyl acetate=3:1) to afford 183 mg of methyl-2-(4-f... Starting materials: FS(=O)(=O)OC (methyl fluorosulfonate), COC1=CC=C(CS[C@H]2C[C@H](N(C2)C)C(NC)=O)C=C1 ((2S, 4S)-4-(4-methoxybenzylthio)-1-methyl-2-methylcarbamoylpyrrolidine). Run in C(Cl)Cl (methylene chloride). Run at time 30 minute. The product is S(=O)(=O)([O-])F.C[N+]1([C@@H](C[C@@H](C1)SCC1=CC=C(C=C1)OC)C(NC)=O)C ((2S, 4S)-1,1-Dimethyl-2-methylcarbamoyl-4-(4-methoxybenzylthio)pyrrolidinium fluorosulfate). RXN SMILES: [F:1][S:2]([O:5][CH3:6])(=[O:4])=[O:3].[CH3:7][O:8][C:9]1[CH:26]=[CH:25][C:12]([CH2:13][S:14][C@@H:15]2[CH2:19][N:18]([CH3:20])[C@H:17]([C:21](=[O:24])[NH:22][CH3:23])[CH2:16]2)=[CH:11][CH:10]=1>C(Cl)Cl>[S:2]([F:1])([O-:5])(=[O:4])=[O:3].[CH3:20][N+:18]1([CH3:6])[CH2:19][C@@H:15]([S:14][CH2:13][C:12]2[CH:11]=[CH:10][C:9]([O:8][CH3:7])=[CH:26][CH:25]=2)[CH2:16][C@H:17]1[C:21](=[O:24])[NH:22][CH3:23] |f:3.4|. Procedure details: 280 μl of methyl fluorosulfonate were added, whilst ice-cooling, to a solution of 210 mg of (2S, 4S)-4-(4-methoxybenzylthio)-1-methyl-2-methylcarbamoylpyrrolidine [prepared as described in step (5) above] dissolved in 30 ml of dry methylene chloride. The mixture was stirred at the same temperature for 30 minutes and then at room temperature for 5 hours. At the end of this time, the solvent was removed by distillation under reduced pressure, and the residue was washed repeatedly by decantation wi...